Dataset: the Open Reaction Database (ORD), a public repository of structured organic reaction records. Task: describe an organic reaction: reactants, conditions, products, and yield Starting materials: SC1=NN=C(O1)C1=CC(=NC=C1)NC(CCC1=CC=CC=C1)=O (N-[4-(5-mercapto-1,3,4-oxadiazol-2-yl)-2-pyridyl]-3-phenylpropionamide), COC1=C(C=C(CBr)C=C1)C(F)(F)F (4-methoxy-3-(trifluoromethyl)benzyl bromide). Yields the product COC1=C(C=C(CSC2=NN=C(O2)C2=CC(=NC=C2)NC(CCC2=CC=CC=C2)=O)C=C1)C(F)(F)F (N-[4-[5-[[4-methoxy-3-(trifluoromethyl)benzyl]thio]-1,3,4-oxadiazol-2-yl]-2-pyridyl]-3-phenylpropionamide). Isolated yield 39.0%. RXN SMILES: [SH:1][C:2]1[O:6][C:5]([C:7]2[CH:12]=[CH:11][N:10]=[C:9]([NH:13][C:14](=[O:23])[CH2:15][CH2:16][C:17]3[CH:22]=[CH:21][CH:20]=[CH:19][CH:18]=3)[CH:8]=2)=[N:4][N:3]=1.[CH3:24][O:25][C:26]1[CH:33]=[CH:32][C:29]([CH2:30]Br)=[CH:28][C:27]=1[C:34]([F:37])([F:36])[F:35]>>[CH3:24][O:25][C:26]1[CH:33]=[CH:32][C:29]([CH2:30][S:1][C:2]2[O:6][C:5]([C:7]3[CH:12]=[CH:11][N:10]=[C:9]([NH:13][C:14](=[O:23])[CH2:15][CH2:16][C:17]4[CH:18]=[CH:19][CH:20]=[CH:21][CH:22]=4)[CH:8]=3)=[N:4][N:3]=2)=[CH:28][C:27]=1[C:34]([F:35])([F:37])[F:36]. Reported procedure: In the same manner as in Example 1 and using N-[4-(5-mercapto-1,3,4-oxadiazol-2-yl)-2-pyridyl]-3-phenylpropionamide instead of 5-(benzothiazol-6-yl)-1,3,4-oxadiazole-2-thiol and 4-methoxy-3-(trifluoromethyl)benzyl bromide instead of 3-(trifluoromethyl)benzyl chloride, the title compound (yield 39%) was obtained as colorless crystals. Reactants: COC1=C(C=CC(=C1)CC=O)C1=CC=C(C=C1)C(=O)OC (methyl 2′-methoxy-4′-(2-oxoethyl)-1,1′-biphenyl-4-carboxylate), N1(CCNCC1)C(=O)OC(C)(C)C (tert-butyl 1-piperazinecarboxylate), C(C)(=O)O[BH-](OC(C)=O)OC(C)=O.[Na+] (sodium triacetoxyborohydride). The solvent is ClCCCl (1,2-dichloroethane). Reaction conditions: time 16 hour. Product: COC1=C(C=CC(=C1)CCN1CCN(CC1)C(=O)OC(C)(C)C)C1=CC=C(C=C1)C(=O)OC (tert-butyl 4-(2-(2-methoxy-4′-(methoxycarbonyl)-1,1′-biphenyl-4-yl)ethyl)piperazine-1-carboxylate). As a reaction SMILES: [CH3:1][O:2][C:3]1[CH:8]=[C:7]([CH2:9][CH:10]=O)[CH:6]=[CH:5][C:4]=1[C:12]1[CH:17]=[CH:16][C:15]([C:18]([O:20][CH3:21])=[O:19])=[CH:14][CH:13]=1.[N:22]1([C:28]([O:30][C:31]([CH3:34])([CH3:33])[CH3:32])=[O:29])[CH2:27][CH2:26][NH:25][CH2:24][CH2:23]1.C(O[BH-](OC(=O)C)OC(=O)C)(=O)C.[Na+]>ClCCCl>[CH3:1][O:2][C:3]1[CH:8]=[C:7]([CH2:9][CH2:10][N:25]2[CH2:26][CH2:27][N:22]([C:28]([O:30][C:31]([CH3:34])([CH3:33])[CH3:32])=[O:29])[CH2:23][CH2:24]2)[CH:6]=[CH:5][C:4]=1[C:12]1[CH:13]=[CH:14][C:15]([C:18]([O:20][CH3:21])=[O:19])=[CH:16][CH:17]=1 |f:2.3|. Reported procedure: A solution of Example 491C (400 mg, 1.41 mmol) and tert-butyl 1-piperazinecarboxylate (289 mg, 1.55 mmol) in 1,2-dichloroethane (5mL) at room temperature was treated with sodium triacetoxyborohydride (329 mg, 1.55 mmol), and stirred for 16 hours. The solution was purified by flash column chromatography on silica gel with 90:10:0.25 dichloromethane/methanol/concentrated ammonium hydroxide to provide the desired product. Starting materials: C#Cc1[nH]c2cccc3c2c1CC1C3CC(NC(=O)N(CC)CC)CN1C, CCO. Yields the product CCc1[nH]c2cccc3c2c1CC1C3CC(NC(=O)N(CC)CC)CN1C. As a reaction SMILES: [C:1](#[CH:2])[c:3]1[c:4]2[c:18]3[c:12]([cH:13][cH:14][cH:15][c:16]3[nH:17]1)[CH:11]1[CH:6]([CH2:5]2)[N:7]([CH3:27])[CH2:8][CH:9]([NH:19][C:20]([N:21]([CH2:22][CH3:23])[CH2:24][CH3:25])=[O:26])[CH2:10]1.[CH3:28][CH2:29][OH:30]>>[CH2:1]([CH3:2])[c:3]1[c:4]2[c:18]3[c:12]([cH:13][cH:14][cH:15][c:16]3[nH:17]1)[CH:11]1[CH:6]([CH2:5]2)[N:7]([CH3:27])[CH2:8][CH:9]([NH:19][C:20]([N:21]([CH2:22][CH3:23])[CH2:24][CH3:25])=[O:26])[CH2:10]1. Starting materials: C(C(C)C)(=O)O (isobutyric acid), CCN=C=NCCCN(C)C.Cl (EDC.HCl), C=1C=CC2=C(C1)N=NN2O (HOBt), TEA, FC(C(=O)O)(F)F.FC1=C(C(=O)N)C=CC(=C1)C=1C=CC2=C(N=C(O2)C2CCNCC2)C1 (2-Fluoro-4-(2-(piperidin-4-yl)-benzo[d]oxazol-5-yl)-benzamide 2,2,2-trifluoroacetate). Run in CN(C)C=O (DMF), O (water). The product is FC1=C(C(=O)N)C=CC(=C1)C=1C=CC2=C(N=C(O2)C2CCN(CC2)C(C(C)C)=O)C1 (2-Fluoro-4-[2-(1-isobutyrylpiperidin-4-yl)benzo[d]oxazol-5-yl]benzamide). Isolated yield 69.8%. As a reaction SMILES: FC(F)(F)C(O)=O.[F:8][C:9]1[CH:17]=[C:16]([C:18]2[CH:19]=[CH:20][C:21]3[O:25][C:24]([CH:26]4[CH2:31][CH2:30][NH:29][CH2:28][CH2:27]4)=[N:23][C:22]=3[CH:32]=2)[CH:15]=[CH:14][C:10]=1[C:11]([NH2:13])=[O:12].[C:33](O)(=[O:37])[CH:34]([CH3:36])[CH3:35].CCN=C=NCCCN(C)C.Cl.C1C=CC2N(O)N=NC=2C=1>CN(C=O)C.O>[F:8][C:9]1[CH:17]=[C:16]([C:18]2[CH:19]=[CH:20][C:21]3[O:25][C:24]([CH:26]4[CH2:31][CH2:30][N:29]([C:33](=[O:37])[CH:34]([CH3:36])[CH3:35])[CH2:28][CH2:27]4)=[N:23][C:22]=3[CH:32]=2)[CH:15]=[CH:14][C:10]=1[C:11]([NH2:13])=[O:12] |f:0.1,3.4|. Procedure: Tert-butyl 4-[5-(4-carbamoyl-3-fluorophenyl)benzo[d]oxazol-2-yl]piperidine-1-carboxylate (190 mg, 0.32 mmol) dissolved in DCM (40 ml) and added trifluoroacetic acid (1.5 ml). This mixture stirred at rt for 3 h. After completion of the reaction, DCM removed on rotavapour and residue was co-distilled with ether to obtain 2-fluoro-4-(2-(piperidin-4-yl)-benzo[d]oxazol-5-yl)-benzamide 2,2,2-trifluoroacetate (190 mg). 2-Fluoro-4-(2-(piperidin-4-yl)-benzo[d]oxazol-5-yl)-benzamide 2,2,2-trifluoroacetate...